Dataset: the Open Reaction Database (ORD), a public repository of structured organic reaction records. Task: describe an organic reaction: reactants, conditions, products, and yield The reactants are COCBr (Bromomethyl methyl ether), OC1=CC=C2C(=CC(OC2=C1)=O)C(F)(F)F (7-hydroxy-4-trifluoromethylcoumarin), C(=O)([O-])[O-].[K+].[K+] (K2CO3), CCOC(=O)C (EtOAc). Run in C(Cl)(Cl)Cl (CHCl3), CCCCCC (Hexane), CCOCC (Et2O), CN(C)C=O (DMF). Conditions: time 45 minute. Yields the product crude product, COCOC1=CC=C2C(=CC(OC2=C1)=O)C(F)(F)F (7-methyloxymethyloxy-4-trifluoromethylcoumarin). Yield: 4.0%. As a reaction SMILES: [OH:1][C:2]1[CH:11]=[C:10]2[C:5]([C:6]([C:13]([F:16])([F:15])[F:14])=[CH:7][C:8](=[O:12])[O:9]2)=[CH:4][CH:3]=1.C([O-])([O-])=O.[K+].[K+].[CH3:23][O:24][CH2:25]Br.CCOC(C)=O>CN(C=O)C.CCOCC.C(Cl)(Cl)Cl.CCCCCC>[CH3:23][O:24][CH2:25][O:1][C:2]1[CH:11]=[C:10]2[C:5]([C:6]([C:13]([F:16])([F:14])[F:15])=[CH:7][C:8](=[O:12])[O:9]2)=[CH:4][CH:3]=1 |f:1.2.3|. Procedure details: 7-Methyloxymethyloxy-4-trifluorocoumarin (MOMFC) was prepared as follows: A mixture of 7-hydroxy-4-trifluoromethylcoumarin (230 mg, 1 mmol) and K2CO3 (248 mg, 1.5 mmol), in DMF (15 mL) was vigorously stirred at 0–5° C. for 25 min. Bromomethyl methyl ether (0.97 mL, 10.0 mmol), was then added quickly to the reaction. The bright yellow mixture was stirred at 0–5° C. for 45 min during which time the reaction turned to a colorless solution. The reaction was allowed to continue to stir at 0–5° C. whi...